Dataset: the Open Reaction Database (ORD), a public repository of structured organic reaction records. Task: describe an organic reaction: reactants, conditions, products, and yield Run in C(C)OCC (diethyl ether), C(C)(=O)OCC (ethyl acetate). Starting materials: C(C)OCCOC1=CC(=C(C(=C1)C)C1=CC(=CC=C1)CNC1=CC=C(C=N1)CCC(=O)O)C (3-[6-({[4′-(2-ethoxyethoxy)-2′,6′-dimethylbiphenyl-3-yl]methyl}amino)pyridin-3-yl]propanoic acid), CS(=O)(=O)O (methanesulfonic acid). As a reaction SMILES: [CH2:1]([O:3][CH2:4][CH2:5][O:6][C:7]1[CH:12]=[C:11]([CH3:13])[C:10]([C:14]2[CH:19]=[CH:18][CH:17]=[C:16]([CH2:20][NH:21][C:22]3[N:27]=[CH:26][C:25]([CH2:28][CH2:29][C:30]([OH:32])=[O:31])=[CH:24][CH:23]=3)[CH:15]=2)=[C:9]([CH3:33])[CH:8]=1)[CH3:2].[CH3:34][S:35]([OH:38])(=[O:37])=[O:36]>C(OCC)C.C(OCC)(=O)C>[CH3:34][S:35]([OH:38])(=[O:37])=[O:36].[CH2:1]([O:3][CH2:4][CH2:5][O:6][C:7]1[CH:8]=[C:9]([CH3:33])[C:10]([C:14]2[CH:19]=[CH:18][CH:17]=[C:16]([CH2:20][NH:21][C:22]3[N:27]=[CH:26][C:25]([CH2:28][CH2:29][C:30]([OH:32])=[O:31])=[CH:24][CH:23]=3)[CH:15]=2)=[C:11]([CH3:13])[CH:12]=1)[CH3:2] |f:4.5|. Procedure details: To a solution of 3-[6-({[4′-(2-ethoxyethoxy)-2′,6′-dimethylbiphenyl-3-yl]methyl}amino)pyridin-3-yl]propanoic acid (0.729 g, 1.63 mmol) in diethyl ether (5 mL) and ethyl acetate (5 mL) was added methanesulfonic acid (0.157 g, 1.63 mmol), and the resulting crystals were washed with diethyl ether to give the title compound (0.740 g, yield 83%) as colorless crystals. Product: CS(=O)(=O)O.C(C)OCCOC1=CC(=C(C(=C1)C)C1=CC(=CC=C1)CNC1=CC=C(C=N1)CCC(=O)O)C (3-[6-({[4′-(2-ethoxyethoxy)-2′,6′-dimethylbiphenyl-3-yl]methyl}amino)pyridin-3-yl]propanoic acid methanesulfonate). Isolated yield 83.4%. Reactants: CCOC(C)=O, CCO, Cc1nc(N)c([N+](=O)[O-])c(C)c1C#N, Cl[Sn]Cl. Yields the product Cc1nc(N)c(N)c(C)c1C#N. Reaction SMILES: [CH3:18][CH2:19][O:20][C:21](=[O:22])[CH3:23].[CH3:24][CH2:25][OH:26].[NH2:1][c:2]1[n:3][c:4]([CH3:14])[c:5]([C:12]#[N:13])[c:6]([CH3:11])[c:7]1[N+:8]([O-:9])=[O:10].[Sn:15]([Cl:16])[Cl:17]>>[NH2:1][c:2]1[n:3][c:4]([CH3:14])[c:5]([C:12]#[N:13])[c:6]([CH3:11])[c:7]1[NH2:8]. Starting materials: CCOC(=O)NCCO, N#CN1Cc2ccccc2-c2ccccc2C1. Yields the product CCOC(=O)NCCOC(=N)N1Cc2ccccc2-c2ccccc2C1. RXN SMILES: [OH:18][CH2:19][CH2:20][NH:21][C:22]([O:23][CH2:24][CH3:25])=[O:26].[cH:1]1[cH:2][cH:3][cH:4][c:5]2[c:11]1-[c:10]1[c:9]([cH:15][cH:14][cH:13][cH:12]1)[CH2:8][N:7]([C:16]#[N:17])[CH2:6]2>>[cH:1]1[cH:2][cH:3][cH:4][c:5]2[c:11]1-[c:10]1[c:9]([cH:15][cH:14][cH:13][cH:12]1)[CH2:8][N:7]([C:16](=[NH:17])[O:18][CH2:19][CH2:20][NH:21][C:22]([O:23][CH2:24][CH3:25])=[O:26])[CH2:6]2. Starting materials: [N+](=O)([O-])C=1C=C(C(=O)NCC=2C=C(C=CC2)NC(OC(C)(C)C)=O)C=CC1 (tert-butyl (3-[{(3-nitrobenzoyl)amino]methyl}phenyl)carbamate). Reagents/catalysts: [Fe] (iron). Run in O (water), CO (methanol), C(C)(=O)O (acetic acid), O (water). Yields the product NC=1C=C(C(=O)NCC=2C=C(C=CC2)NC(OC(C)(C)C)=O)C=CC1 (tert-Butyl (3-{[(3-aminobenzoyl)amino]methyl}phenyl)carbamate). Isolated yield 130.5%. As a reaction SMILES: [N+:1]([C:4]1[CH:5]=[C:6]([CH:25]=[CH:26][CH:27]=1)[C:7]([NH:9][CH2:10][C:11]1[CH:12]=[C:13]([NH:17][C:18](=[O:24])[O:19][C:20]([CH3:23])([CH3:22])[CH3:21])[CH:14]=[CH:15][CH:16]=1)=[O:8])([O-])=O>O.CO.C(O)(=O)C.[Fe]>[NH2:1][C:4]1[CH:5]=[C:6]([CH:25]=[CH:26][CH:27]=1)[C:7]([NH:9][CH2:10][C:11]1[CH:12]=[C:13]([NH:17][C:18](=[O:24])[O:19][C:20]([CH3:22])([CH3:23])[CH3:21])[CH:14]=[CH:15][CH:16]=1)=[O:8]. Procedure: To a solution tert-butyl (3-[{(3-nitrobenzoyl)amino]methyl}phenyl)carbamate (1.50 g, 4.04 mmol) in water (2.91 mL), methanol (16 mL) and acetic acid (6.2 mL) was added iron (0.564 g, 10.1 mmol) powder in small quantities. When the addition was completed, the mixture was stirred in water bath for 4 h, and the reaction was complete. The mixture was filtered, and the cake was washed with MeOH/EtOAc. The brown filtrate was concentrated and diluted with H2O, and the aqueous layer was extracted with E... Starting materials: NOCc1ccccc1, CN1CCOCC1, CCOC(C)=O, C(=NC1CCCCC1)=NC1CCCCC1, C1CCOC1, On1nnc2ccccc21, O=C(O)C1CSC(c2cccnc2)N1. Product: O=C(NOCc1ccccc1)C1CSC(c2cccnc2)N1. As a reaction SMILES: [CH2:30]([c:31]1[cH:32][cH:33][cH:34][cH:35][cH:36]1)[O:37][NH2:38].[CH3:49][N:50]1[CH2:51][CH2:52][O:53][CH2:54][CH2:55]1.[CH3:61][CH2:62][O:63][C:64](=[O:65])[CH3:66].[CH:1]1([N:2]=[C:3]=[N:4][CH:5]2[CH2:6][CH2:7][CH2:8][CH2:9][CH2:10]2)[CH2:11][CH2:12][CH2:13][CH2:14][CH2:15]1.[O:56]1[CH2:57][CH2:58][CH2:59][CH2:60]1.[OH:39][n:40]1[c:41]2[cH:42][cH:43][cH:44][cH:45][c:46]2[n:47][n:48]1.[n:16]1[cH:17][c:18]([CH:22]2[S:23][CH2:24][CH:25]([C:27](=[O:28])[OH:29])[NH:26]2)[cH:19][cH:20][cH:21]1>>[n:16]1[cH:17][c:18]([CH:22]2[S:23][CH2:24][CH:25]([C:27](=[O:29])[NH:38][O:37][CH2:30][c:31]3[cH:32][cH:33][cH:34][cH:35][cH:36]3)[NH:26]2)[cH:19][cH:20][cH:21]1. The reactants are B#B (Diborane), CC(C=C)COC1OCCCC1 (3-methyl-4-(tetrahydropyran-2-yloxy)-1-butene), BrBr (bromine), C[O-].[Na+] (sodium methoxide). Solvent: O (water), O1CCCC1 (tetrahydrofuran), O1CCCC1 (tetrahydrofuran), CO (methanol). Reaction conditions: time 1 hour. The product is BrCCC(COC1OCCCC1)C (1-bromo-3-methyl-4-(tetrahydropyran-2-yloxy)-butane). The yield is 65741.3%. RXN SMILES: B#B.[CH3:3][CH:4]([CH2:7][O:8][CH:9]1[CH2:14][CH2:13][CH2:12][CH2:11][O:10]1)[CH:5]=[CH2:6].[Br:15]Br.C[O-].[Na+]>O1CCCC1.CO.O>[Br:15][CH2:6][CH2:5][CH:4]([CH3:3])[CH2:7][O:8][CH:9]1[CH2:14][CH2:13][CH2:12][CH2:11][O:10]1 |f:3.4|. Reported procedure: Diborane in tetrahydrofuran (125 ml, 0.150 m) at 0° C. under nitrogen is added to a mixture of 3-methyl-4-(tetrahydropyran-2-yloxy)-1-butene (72 g, 0.423 m) and tetrahydrofuran (150 ml). After the addition is complete, the mixture is allowed to warm to room temperature and then stirred for 1 hour. The reaction mixture is cooled to 0° and bromine (24 ml, 0.43 mmole) and sodium methoxide (0.565 m) in methanol (300 ml) are added slowly simultaneously. After the addition is complete, the mixture is ... The reactants are CC1=CC=C(C=C1)SCl (4-methylbenzenesulfenyl chloride), CC1(CC2=CC=CC(=C2O1)OC(=O)NC)C (carbofuran). Run in N1=CC=CC=C1 (pyridine), N1=CC=CC=C1 (pyridine). Yields the product CN(C(OC1=CC=CC=2CC(OC21)(C)C)=O)SC2=CC=C(C=C2)C (2,3-dihydro-2,2-dimethyl-7-benzofuranyl (methyl)(4-methylphenylthio)carbamate). Reaction SMILES: [CH3:1][C:2]1[CH:7]=[CH:6][C:5]([S:8]Cl)=[CH:4][CH:3]=1.[CH3:10][C:11]1([CH3:25])[O:19][C:18]2[C:13](=[CH:14][CH:15]=[CH:16][C:17]=2[O:20][C:21]([NH:23][CH3:24])=[O:22])[CH2:12]1>N1C=CC=CC=1>[CH3:24][N:23]([S:8][C:5]1[CH:6]=[CH:7][C:2]([CH3:1])=[CH:3][CH:4]=1)[C:21](=[O:22])[O:20][C:17]1[C:18]2[O:19][C:11]([CH3:10])([CH3:25])[CH2:12][C:13]=2[CH:14]=[CH:15][CH:16]=1. Procedure details: A solution of 8.75 g of 4-methylbenzenesulfenyl chloride in 25 ml of pyridine was added to a solution of 10.9 g of carbofuran in 25 ml of pyridine. A precipitate formed immediately. The reaction mixture was processed as described in Example I to give a residue which could not be distilled even at 0.005 mm. Passage through a falling film still at 140° at 0.01 mm, then at 168° at 0.01 mm gave a liquid which crystallized on standing to a solid, m.p. 62°. Recrystallization several times from petrole...